From a dataset of the Open Reaction Database (ORD), a public repository of structured organic reaction records. describe an organic reaction: reactants, conditions, products, and yield Yields the product ClC1=NC(=NC(=C1C(C(=O)OC)CCC)C)C1=CC=CC=C1 (Methyl 2-(4-chloro-6-methyl-2-phenylpyrimidin-5-yl)pentanoate). Reaction SMILES: [CH3:1][C:2]1[N:3]=[C:4]([C:17]2[CH:22]=[CH:21][CH:20]=[CH:19][CH:18]=2)[NH:5][C:6](=O)[C:7]=1[CH:8]([CH2:13][CH2:14][CH3:15])[C:9]([O:11][CH3:12])=[O:10].P(Cl)(Cl)([Cl:25])=O.CN(C)C1C=CC=CC=1>C1(C)C=CC=CC=1>[Cl:25][C:6]1[C:7]([CH:8]([CH2:13][CH2:14][CH3:15])[C:9]([O:11][CH3:12])=[O:10])=[C:2]([CH3:1])[N:3]=[C:4]([C:17]2[CH:22]=[CH:21][CH:20]=[CH:19][CH:18]=2)[N:5]=1. The solvent is C1(=CC=CC=C1)C (toluene). Reported procedure: To a suspension of methyl 2-(4-methyl-6-oxo-2-phenyl-1,6-dihydropyrimidin-5-yl)pentanoate (0.900 g; 3 mmol) in dry toluene (6 mL) under a nitrogen atmosphere were carefully added phosphorus oxychloride (3 mL), dimethylaniline (0.3 mL) and the reaction mixture was heated to reflux for 3 h. The volatiles were removed under reduced pressure, the residue was cooled down in an ice-bath and quenched by adding crushed-ice and a saturated solution of sodium hydrogencarbonate until neutralization. The pr... Starting materials: P(=O)(Cl)(Cl)Cl (phosphorus oxychloride), CC=1N=C(NC(C1C(C(=O)OC)CCC)=O)C1=CC=CC=C1 (methyl 2-(4-methyl-6-oxo-2-phenyl-1,6-dihydropyrimidin-5-yl)pentanoate), CN(C1=CC=CC=C1)C (dimethylaniline). Isolated yield 73.0%. Starting materials: NC1=NC(=C(C(=C1Cl)C)Cl)C (2-amino-3,5-dichloro-4,6-dimethylpyridine), [OH-].[K+] (potassium hydroxide), [N+](=O)([O-])C1=C(C(=CC(=C1)[N+](=O)[O-])C(F)(F)F)Cl (2,4-dinitro-6-trifluoromethylchlorobenzene). The solvent is CN(C=O)C (dimethylformamide), CN(C=O)C (dimethylformamide). Yields the product ClC=1C(=NC(=C(C1C)Cl)C)NC1=C(C=C(C=C1C(F)(F)F)[N+](=O)[O-])[N+](=O)[O-] (N-(3,5-dichloro-4,6-dimethyl-2-pyridyl)-2,4-dinitro-6-trifluoromethylaniline). As a reaction SMILES: [NH2:1][C:2]1[C:7]([Cl:8])=[C:6]([CH3:9])[C:5]([Cl:10])=[C:4]([CH3:11])[N:3]=1.[OH-].[K+].[N+:14]([C:17]1[CH:22]=[C:21]([N+:23]([O-:25])=[O:24])[CH:20]=[C:19]([C:26]([F:29])([F:28])[F:27])[C:18]=1Cl)([O-:16])=[O:15]>CN(C)C=O>[Cl:8][C:7]1[C:2]([NH:1][C:18]2[C:19]([C:26]([F:28])([F:29])[F:27])=[CH:20][C:21]([N+:23]([O-:25])=[O:24])=[CH:22][C:17]=2[N+:14]([O-:16])=[O:15])=[N:3][C:4]([CH3:11])=[C:5]([Cl:10])[C:6]=1[CH3:9] |f:1.2|. Reported procedure: In 20 ml. of dimethylformamide, 1.9 g. of 2-amino-3,5-dichloro-4,6-dimethylpyridine was dissolved and 0.7 g. of powdery potassium hydroxide was gradually added with stirring and a solution of 2.7 g. of 2,4-dinitro-6-trifluoromethylchlorobenzene in 10 ml. of dimethylformamide was added dropwise at room temperature to react them for about 10 hours. The reaction mixture was treated as the process of Preparation No. 7 to obtain 1.6 g. of the object compound having the melting point of 131° to 133° C... Reactants: [Cl-].ClC1=C(C=CC2=CC(=CC=C12)C#N)OCC[NH3+] (2-[(1-chloro-6-cyanonaphthalen-2-yl)oxy]ethanaminium chloride), S1C(=CC=C1)C=O (thiophen-2-carbaldehyde). The product is ClC1=C2C=CC(=CC2=CC=C1OCCNCC=1SC=CC1)C#N (5-chloro-6-{2-[(thiophen-2-ylmethyl)amino]ethoxy}naphthalene-2-carbonitrile). Yield: 35.0%. RXN SMILES: [Cl-].[Cl:2][C:3]1[C:12]2[C:7](=[CH:8][C:9]([C:13]#[N:14])=[CH:10][CH:11]=2)[CH:6]=[CH:5][C:4]=1[O:15][CH2:16][CH2:17][NH3+:18].[S:19]1[CH:23]=[CH:22][CH:21]=[C:20]1[CH:24]=O>>[Cl:2][C:3]1[C:4]([O:15][CH2:16][CH2:17][NH:18][CH2:24][C:20]2[S:19][CH:23]=[CH:22][CH:21]=2)=[CH:5][CH:6]=[C:7]2[C:12]=1[CH:11]=[CH:10][C:9]([C:13]#[N:14])=[CH:8]2 |f:0.1|. Procedure details: Prepared from 2-[(1-chloro-6-cyanonaphthalen-2-yl)oxy]ethanaminium chloride and thiophen-2-carbaldehyde in 35% yield as a whitish solid. The reactants are CCOCC, CO, CCCCCC, CC1(C)C(=O)CCC1=O, Br[Cu]Br. Product: CC1(C)C(=O)C=CC1=O. Reaction SMILES: [CH3:10][CH2:11][O:12][CH2:13][CH3:14].[CH3:15][OH:16].[CH3:17][CH2:18][CH2:19][CH2:20][CH2:21][CH3:22].[CH3:1][C:2]1([CH3:9])[C:3](=[O:8])[CH2:4][CH2:5][C:6]1=[O:7].[Cu:23]([Br:24])[Br:25]>>[CH3:1][C:2]1([CH3:9])[C:3](=[O:8])[CH:4]=[CH:5][C:6]1=[O:7]. The reactants are CCO, Cc1c(Cl)ccc([N+](=O)[O-])c1Cl. Product: Cc1c(Cl)ccc(N)c1Cl. As a reaction SMILES: [CH3:13][CH2:14][OH:15].[Cl:1][c:2]1[c:3]([CH3:12])[c:4]([Cl:11])[cH:5][cH:6][c:7]1[N+:8]([O-:9])=[O:10]>>[Cl:1][c:2]1[c:3]([CH3:12])[c:4]([Cl:11])[cH:5][cH:6][c:7]1[NH2:8]. Reaction SMILES: [CH3:35][CH2:36][OH:37].[O:1]1[CH:2]([CH2:3][O:4][c:5]2[c:6]([CH:7]=[C:8]3[C:9](=[O:10])[O:11][CH2:12][CH2:13]3)[cH:14][cH:15][cH:16][cH:17]2)[CH2:18]1.[cH:19]1[c:20]([CH:29]2[CH2:30][CH2:31][NH:32][CH2:33][CH2:34]2)[cH:21][cH:22][c:23]2[cH:24][cH:25][cH:26][cH:27][c:28]12>>[OH:1][CH:2]([CH2:3][O:4][c:5]1[c:6]([CH:7]=[C:8]2[C:9](=[O:10])[O:11][CH2:12][CH2:13]2)[cH:14][cH:15][cH:16][cH:17]1)[CH2:18][N:32]1[CH2:31][CH2:30][CH:29]([c:20]2[cH:19][c:28]3[c:23]([cH:22][cH:21]2)[cH:24][cH:25][cH:26][cH:27]3)[CH2:34][CH2:33]1. The reactants are CCO, O=C1OCCC1=Cc1ccccc1OCC1CO1, c1ccc2cc(C3CCNCC3)ccc2c1. Yields the product O=C1OCCC1=Cc1ccccc1OCC(O)CN1CCC(c2ccc3ccccc3c2)CC1. The reactants are BrC1=CC=C(C=C1)C(=O)N1CCN(CC1)C1=NC=C(C=C1C)CC ((4-bromophenyl)[4-(5-ethyl-3-methylpyridin-2-yl)piperazin-1-yl]methanone), C(C)C=1C=C(C(=NC1)N1CCN(CC1)C(=O)C1=CC=C(C=C1)N1C(N(CC1C)CC1=CC=C(C=C1)OC)=O)C (3-{4-[4-(5-ethyl-3-methylpyridin-2-yl)piperazine-1-carbonyl]phenyl}-1-(4-methoxybenzyl)-4-methylimidazolidin-2-one), COC1=CC=C(CN2C(NC(C2)C)=O)C=C1 (1-(4-methoxybenzyl)-4-methylimidazolidin-2-one). Product: C(C)C=1C=C(C(=NC1)N1CCN(CC1)C(=O)C1=CC=C(C=C1)N1C(NCC1C)=O)C (1-{4-[4-(5-ethyl-3-methylpyridin-2-yl)piperazine-1-carbonyl]phenyl}-5-methylimidazolidin-2-one). As a reaction SMILES: BrC1C=CC(C(N2CCN(C3C(C)=CC(CC)=CN=3)CC2)=O)=CC=1.COC1C=CC(CN2CC(C)NC2=O)=CC=1.[CH2:41]([C:43]1[CH:44]=[C:45]([CH3:79])[C:46]([N:49]2[CH2:54][CH2:53][N:52]([C:55]([C:57]3[CH:62]=[CH:61][C:60]([N:63]4[CH:67]([CH3:68])[CH2:66][N:65](CC5C=CC(OC)=CC=5)[C:64]4=[O:78])=[CH:59][CH:58]=3)=[O:56])[CH2:51][CH2:50]2)=[N:47][CH:48]=1)[CH3:42]>>[CH2:41]([C:43]1[CH:44]=[C:45]([CH3:79])[C:46]([N:49]2[CH2:50][CH2:51][N:52]([C:55]([C:57]3[CH:58]=[CH:59][C:60]([N:63]4[CH:67]([CH3:68])[CH2:66][NH:65][C:64]4=[O:78])=[CH:61][CH:62]=3)=[O:56])[CH2:53][CH2:54]2)=[N:47][CH:48]=1)[CH3:42]. Procedure details: Using (4-bromophenyl)[4-(5-ethyl-3-methylpyridin-2-yl)piperazin-1-yl]methanone (155 mg) described in Preparation Example 212 and 1-(4-methoxybenzyl)-4-methylimidazolidin-2-one (88 mg) described in Preparation Example 52 and by the reaction and treatment in the same manner as in Example 506, the title compound (117 mg) was obtained via 3-{4-[4-(5-ethyl-3-methylpyridin-2-yl)piperazine-1-carbonyl]phenyl}-1-(4-methoxybenzyl)-4-methylimidazolidin-2-one.